Dataset: the Open Reaction Database (ORD), a public repository of structured organic reaction records. Task: describe an organic reaction: reactants, conditions, products, and yield Starting materials: NCCC1N(CCC1)C (2-(2-aminoethyl)-1-methylpyrrolidine), CC(C)(C)C=1C=C(C=C(C1)C(C)(C)C)S[C@H]1[C@@H](CCCC1)SCC(=O)N(CCC1=NC=CC=C1)C (trans-2-[[2-[[3,5-bis(1,1-dimethylethyl)phenyl]thio]cyclohexyl]thio]-N-methyl-N-(2-pyridinylethyl)acetamide). The product is CC(C)(C)C=1C=C(C=C(C1)C(C)(C)C)S[C@H]1[C@@H](CCCC1)SCC(=O)NCCC1N(CCC1)C (trans-2-[[2-[[3,5-bis(1,1-dimethylethyl)phenyl]thio]cyclohexyl]thio]-N-[(1-methylpyrrolidin-2-yl)ethyl]acetamide). As a reaction SMILES: NCCC1CCCN1C.[CH3:10][C:11]([C:14]1[CH:15]=[C:16]([S:24][C@@H:25]2[CH2:30][CH2:29][CH2:28][CH2:27][C@H:26]2[S:31][CH2:32][C:33]([N:35](C)[CH2:36][CH2:37][C:38]2[CH:43]=[CH:42][CH:41]=[CH:40][N:39]=2)=[O:34])[CH:17]=[C:18]([C:20]([CH3:23])([CH3:22])[CH3:21])[CH:19]=1)([CH3:13])[CH3:12]>>[CH3:10][C:11]([C:14]1[CH:15]=[C:16]([S:24][C@@H:25]2[CH2:30][CH2:29][CH2:28][CH2:27][C@H:26]2[S:31][CH2:32][C:33]([NH:35][CH2:36][CH2:37][CH:38]2[CH2:43][CH2:42][CH2:41][N:39]2[CH3:40])=[O:34])[CH:17]=[C:18]([C:20]([CH3:23])([CH3:22])[CH3:21])[CH:19]=1)([CH3:13])[CH3:12]. Procedure details: Substituting 2-(2-aminoethyl)-1-methylpyrrolidine for the 2-(2-methylaminoethyl)pyridine of Example 16, and following the procedure described therein, gives trans-2-[[2-[[3,5-bis(1,1-dimethylethyl)phenyl]thio]cyclohexyl]thio]-N-[(1-methylpyrrolidin-2-yl)ethyl]acetamide. Starting materials: BrC=1C=C(C=NC1)C(CC(=O)OC)NC(=O)[C@H]1CN(CCC1)C(CCC1CCN(CC1)C(=O)OC(C)(C)C)=O (tert-butyl 4-{3-[(3R)-3-{[1-(5-bromopyridin-3-yl)-3-methoxy-3-oxopropyl]carbamoyl}piperidin-1-yl]-3-oxopropyl}piperidine-1-carboxylate), ClC1=C(C=C(C=C1)B(O)O)[N+](=O)[O-] ((4-chloro-3-nitro-phenyl)boronic acid), [F-].[K+] (potassium fluoride). Reagents/catalysts: C=1C=CC(=CC1)[P](C=2C=CC=CC2)(C=3C=CC=CC3)[Pd]([P](C=4C=CC=CC4)(C=5C=CC=CC5)C=6C=CC=CC6)([P](C=7C=CC=CC7)(C=8C=CC=CC8)C=9C=CC=CC9)[P](C=1C=CC=CC1)(C=1C=CC=CC1)C=1C=CC=CC1 (tetrakis(triphenylphosphine)palladium(0)). The solvent is O (water), C1(=CC=CC=C1)C (toluene), C(C)O (ethanol), O (water). Run at temperature 100 celsius, time 60 hour. Yields the product ClC1=C(C=C(C=C1)C=1C=C(C=NC1)C(CC(=O)OC)NC(=O)[C@H]1CN(CCC1)C(CCC1CCN(CC1)C(=O)OC(C)(C)C)=O)[N+](=O)[O-] (tert-butyl 4-{3-[(3R)-3-({1-[5-(4-chloro-3-nitrophenyl)pyridin-3-yl]-3-methoxy-3-oxopropyl}carbamoyl)piperidin-1-yl]-3-oxopropyl}piperidine-1-carboxylate). Yield: 52.0%. Reaction SMILES: Br[C:2]1[CH:3]=[C:4]([CH:8]([NH:14][C:15]([C@@H:17]2[CH2:22][CH2:21][CH2:20][N:19]([C:23](=[O:39])[CH2:24][CH2:25][CH:26]3[CH2:31][CH2:30][N:29]([C:32]([O:34][C:35]([CH3:38])([CH3:37])[CH3:36])=[O:33])[CH2:28][CH2:27]3)[CH2:18]2)=[O:16])[CH2:9][C:10]([O:12][CH3:13])=[O:11])[CH:5]=[N:6][CH:7]=1.[Cl:40][C:41]1[CH:46]=[CH:45][C:44](B(O)O)=[CH:43][C:42]=1[N+:50]([O-:52])=[O:51].[F-].[K+]>C1(C)C=CC=CC=1.C(O)C.O.C1C=CC([P]([Pd]([P](C2C=CC=CC=2)(C2C=CC=CC=2)C2C=CC=CC=2)([P](C2C=CC=CC=2)(C2C=CC=CC=2)C2C=CC=CC=2)[P](C2C=CC=CC=2)(C2C=CC=CC=2)C2C=CC=CC=2)(C2C=CC=CC=2)C2C=CC=CC=2)=CC=1>[Cl:40][C:41]1[CH:46]=[CH:45][C:44]([C:2]2[CH:3]=[C:4]([CH:8]([NH:14][C:15]([C@@H:17]3[CH2:22][CH2:21][CH2:20][N:19]([C:23](=[O:39])[CH2:24][CH2:25][CH:26]4[CH2:27][CH2:28][N:29]([C:32]([O:34][C:35]([CH3:36])([CH3:38])[CH3:37])=[O:33])[CH2:30][CH2:31]4)[CH2:18]3)=[O:16])[CH2:9][C:10]([O:12][CH3:13])=[O:11])[CH:5]=[N:6][CH:7]=2)=[CH:43][C:42]=1[N+:50]([O-:52])=[O:51] |f:2.3,^1:69,71,90,109|. Procedure: To 171.5 mg (0.28 mmol) tert-butyl 4-{3-[(3R)-3-{[1-(5-bromopyridin-3-yl)-3-methoxy-3-oxopropyl]carbamoyl}piperidin-1-yl]-3-oxopropyl}piperidine-1-carboxylate (example 8c) in 7 ml toluene were added 6.5 mg (0.01 mmol) tetrakis(triphenylphosphine)palladium(0), 68.0 mg (0.34 mmol) (4-chloro-3-nitro-phenyl)boronic acid in 1.7 ml ethanol and 50.7 mg (0.87 mmol) potassium fluoride in 1.7 ml water. The mixture was stirred at 100° C. for 60 hours, diluted with water and extracted with ethyl acetate. Th... Reactants: [Br-], CCOC(C)=O, C[Mg+], NC(=O)c1cccc(C=O)n1, C1CCOC1, O. The product is CC(O)c1cccc(C(N)=O)n1. RXN SMILES: [Br-:1].[CH3:16][CH2:17][O:18][C:19](=[O:20])[CH3:21].[CH3:2][Mg+:3].[CH:4](=[O:5])[c:6]1[cH:7][cH:8][cH:9][c:10]([C:12](=[O:13])[NH2:14])[n:11]1.[O:22]1[CH2:23][CH2:24][CH2:25][CH2:26]1.[OH2:15]>>[CH:4]([OH:5])([c:6]1[cH:7][cH:8][cH:9][c:10]([C:12](=[O:13])[NH2:14])[n:11]1)[CH3:16]. Starting materials: FC=1C=C2C=CC=NC2=C(C1)[N+](=O)[O-] (6-fluoro-8-nitroquinoline), FC=1C=C2C=CC=NC2=C(C1)[N+](=O)[O-] (6-fluoro-8-nitroquinoline), [Sn](Cl)Cl (tin (II) chloride). Reagents/catalysts: Cl (HCl). The product is FC=1C=C2C=CC=NC2=C(C1)N (6-Fluoroquinolin-8-amine). The yield is 74.1%. Reaction SMILES: [F:1][C:2]1[CH:3]=[C:4]2[C:9](=[C:10]([N+:12]([O-])=O)[CH:11]=1)[N:8]=[CH:7][CH:6]=[CH:5]2.[Sn](Cl)Cl>Cl>[F:1][C:2]1[CH:3]=[C:4]2[C:9](=[C:10]([NH2:12])[CH:11]=1)[N:8]=[CH:7][CH:6]=[CH:5]2. Procedure details: In a similar fashion using route 1 general procedure 4, 6-fluoro-8-nitroquinoline (Intermediate 36) (1.0 g, 5.41 mmol), tin (II) chloride (3.08 g, 16.2 mmol) and 6N HCl (5 drops) gave the title compound (650 mg, 74%) which was used in the next step without further purification. Starting materials: BrC1=CC=C(C=C1)C=1N=CC(=NC1)N (5-(4-Bromophenyl)pyrazin-2-amine), C(Cl)Cl (CH2Cl2), CS(=O)(=O)C1=C(C=CC=C1)B(O)O ((2-(methylsulfonyl)phenyl) boronic acid), C(=O)([O-])[O-].[K+].[K+] (K2CO3). The reagents and catalysts are C1=CC=C(C=C1)P([C-]2C=CC=C2)C3=CC=CC=C3.C1=CC=C(C=C1)P([C-]2C=CC=C2)C3=CC=CC=C3.Cl[Pd]Cl.[Fe+2] (Pd(dppf)Cl2). Conditions: temperature 70 celsius. The product is CS(=O)(=O)C1=C(C=CC=C1)C1=CC=C(C=C1)C=1N=CC(=NC1)N (5-[2′-(Methylsulfonyl)biphenyl-4-yl]pyrazin-2-amine). Reaction SMILES: Br[C:2]1[CH:7]=[CH:6][C:5]([C:8]2[N:9]=[CH:10][C:11]([NH2:14])=[N:12][CH:13]=2)=[CH:4][CH:3]=1.[CH3:15][S:16]([C:19]1[CH:24]=[CH:23][CH:22]=[CH:21][C:20]=1B(O)O)(=[O:18])=[O:17].C([O-])([O-])=O.[K+].[K+].C(Cl)Cl>C1C=CC(P(C2C=CC=CC=2)[C-]2C=CC=C2)=CC=1.C1C=CC(P(C2C=CC=CC=2)[C-]2C=CC=C2)=CC=1.Cl[Pd]Cl.[Fe+2]>[CH3:15][S:16]([C:19]1[CH:24]=[CH:23][CH:22]=[CH:21][C:20]=1[C:2]1[CH:7]=[CH:6][C:5]([C:8]2[N:9]=[CH:10][C:11]([NH2:14])=[N:12][CH:13]=2)=[CH:4][CH:3]=1)(=[O:18])=[O:17] |f:2.3.4,6.7.8.9|. Procedure details: 5-(4-Bromophenyl)pyrazin-2-amine (51 mg, 0.20 mmol), (2-(methylsulfonyl)phenyl) boronic acid (61 mg, 0.31 mmol), K2CO3 (85 mg, 0.61 mmol) and Pd(dppf)Cl2.CH2Cl2 (15 mg, 0.020 mmol) were weighed into a sealable vial containing a stir-bar. The vial was sealed and evacuated before backfilling with argon and adding deoxygenated DMSO (0.8 mL). The vial was heated at 70° Celsius for 3 hours by which point the starting material had been consumed. The vial was cooler to rt, diluted with MeOH (1 mL), fil... Reactants: C(C)C(CC1=C(N(C(=C1C)C)C1=C(C=C(C=C1C)C)C)NC(C)=O)CC (N-[3-(2-ethyl-butyl )4,5-dimethyl-1-(2,4,6-trimethylphenyl)-1H-pyrrol-2-yl]-acetamide), [Cl-].[NH4+] (ammonium chloride), C(C)(=O)N (acetamide). Yields the product C(C)C(CC)C=1C2=C(N=C(N1)C)N(C(=C2C)C)C2=C(C=C(C=C2C)C)C (4-(1-Ethyl-propyl)-2,5,6-trimethyl-7-(2,4,6-trimethylphenyl)-7H-pyrrolo[2,3-d]-pyrimidine). The yield is 59.3%. RXN SMILES: [CH2:1]([CH:3]([CH2:25][CH3:26])[CH2:4][C:5]1[C:9]([CH3:10])=[C:8]([CH3:11])[N:7]([C:12]2[C:17]([CH3:18])=[CH:16][C:15]([CH3:19])=[CH:14][C:13]=2[CH3:20])[C:6]=1[NH:21][C:22](=O)[CH3:23])[CH3:2].[Cl-].[NH4+].C([NH2:32])(=O)C>>[CH2:1]([CH:3]([C:4]1[C:5]2[C:9]([CH3:10])=[C:8]([CH3:11])[N:7]([C:12]3[C:17]([CH3:18])=[CH:16][C:15]([CH3:19])=[CH:14][C:13]=3[CH3:20])[C:6]=2[N:21]=[C:22]([CH3:23])[N:32]=1)[CH2:25][CH3:26])[CH3:2] |f:1.2|. Procedure: A mixture of N-[3-(2-ethyl-butyl )4,5-dimethyl-1-(2,4,6-trimethylphenyl)-1H-pyrrol-2-yl]-acetamide (100 mg, 0.27 mmol), ammonium chloride (290 mg, 5.42 mmol), and acetamide (1.635 g) was heated to reflux for 2 hours. The mixture was cooled, quenched with water and extracted with ethyl acetate. The organic layer was dried and concentrated to give 56 mg of the title compound as a dark oil. The oil was purified through silica gel column chromatography to give the title compound as a yellow oil. 1H-... The reactants are O=C1CCC(=O)N1Br, COC(=O)c1cccc2[nH]ncc12, [Cl-], [K+], [NH4+], CN(C)C=O, [OH-]. Product: COC(=O)c1cccc2[nH]nc(Br)c12. Reaction SMILES: [Br:14][N:15]1[C:16](=[O:17])[CH2:18][CH2:19][C:20]1=[O:21].[CH3:1][O:2][C:3](=[O:4])[c:5]1[c:6]2[cH:7][n:8][nH:9][c:10]2[cH:11][cH:12][cH:13]1.[Cl-:29].[K+:23].[NH4+:30].[O:24]=[CH:25][N:26]([CH3:27])[CH3:28].[OH-:22]>>[CH3:1][O:2][C:3](=[O:4])[c:5]1[c:6]2[c:7]([Br:14])[n:8][nH:9][c:10]2[cH:11][cH:12][cH:13]1.